Dataset: the Open Reaction Database (ORD), a public repository of structured organic reaction records. Task: describe an organic reaction: reactants, conditions, products, and yield Starting materials: [Si](C)(C)(C(C)(C)C)O[C@@H]1C([C@@H]2CCC=3C4=CC[C@H]([C@@H](CCC(=O)O)C)[C@]4(CCC3[C@]2(CC1)C)C)(C)C (3β-tert-Butyldimethylsilyloxy-4,4-dimethyl-5α-chola-8,14-dien-24-oic acid), N (ammonia), [H-].[Al+3].[Li+].[H-].[H-].[H-] (lithium aluminium hydride). Solvent: C1CCOC1 (THF). The product is [Si](C)(C)(C(C)(C)C)O[C@@H]1C([C@@H]2CCC=3C4=CC[C@H]([C@@H](CCCN)C)[C@]4(CCC3[C@]2(CC1)C)C)(C)C (3β-tert-butyldimethylsilyloxy-4,4-dimethyl-24-amino-5α-chola-8,14-diene). Reaction SMILES: [Si:1]([O:8][C@H:9]1[CH2:32][CH2:31][C@@:30]2([CH3:33])[C@@H:11]([CH2:12][CH2:13][C:14]3[C:15]4[C@:26]([CH3:34])([CH2:27][CH2:28][C:29]=32)[C@@H:18]([C@H:19]([CH3:25])[CH2:20][CH2:21][C:22](O)=O)[CH2:17][CH:16]=4)[C:10]1([CH3:36])[CH3:35])([C:4]([CH3:7])([CH3:6])[CH3:5])([CH3:3])[CH3:2].[NH3:37].[H-].[Al+3].[Li+].[H-].[H-].[H-]>C1COCC1>[Si:1]([O:8][C@H:9]1[CH2:32][CH2:31][C@@:30]2([CH3:33])[C@@H:11]([CH2:12][CH2:13][C:14]3[C:15]4[C@:26]([CH3:34])([CH2:27][CH2:28][C:29]=32)[C@@H:18]([C@H:19]([CH3:25])[CH2:20][CH2:21][CH2:22][NH2:37])[CH2:17][CH:16]=4)[C:10]1([CH3:36])[CH3:35])([C:4]([CH3:7])([CH3:6])[CH3:5])([CH3:3])[CH3:2] |f:2.3.4.5.6.7|. Reported procedure: 3β-tert-Butyldimethylsilyloxy-4,4-dimethyl-5α-chola-8,14-dien-24-oic acid (5.0 g) is reacted with ammonia following the procedure outlined in example 39 and reduced with lithium aluminium hydride (3.0 g) in THF at room temperature. Aqueous work-up and crystallisation from methanol gives 2.6 g of 3β-tert-butyldimethylsilyloxy-4,4-dimethyl-24-amino-5α-chola-8,14-diene. Reactants: Fc1ccc(Br)cc1, CCOCC, [Mg], O=C1CCC(C2CCC(CCC3OCCO3)CC2)CC1, C1CCOC1. Yields the product OC1(c2ccc(F)cc2)CCC(C2CCC(CCC3OCCO3)CC2)CC1. Reaction SMILES: [Br:2][c:3]1[cH:4][cH:5][c:6]([F:9])[cH:7][cH:8]1.[CH3:35][CH2:36][O:37][CH2:38][CH3:39].[Mg:1].[O:10]1[CH:11]([CH2:15][CH2:16][CH:17]2[CH2:18][CH2:19][CH:20]([CH:23]3[CH2:24][CH2:25][C:26](=[O:29])[CH2:27][CH2:28]3)[CH2:21][CH2:22]2)[O:12][CH2:13][CH2:14]1.[O:30]1[CH2:31][CH2:32][CH2:33][CH2:34]1>>[c:3]1([C:26]2([OH:29])[CH2:25][CH2:24][CH:23]([CH:20]3[CH2:19][CH2:18][CH:17]([CH2:16][CH2:15][CH:11]4[O:10][CH2:14][CH2:13][O:12]4)[CH2:22][CH2:21]3)[CH2:28][CH2:27]2)[cH:4][cH:5][c:6]([F:9])[cH:7][cH:8]1. The product is [I-].C(C)OC(CC1(CC[N+](CC1)(C)C)NS(NC1=CC=C(C=C1)CCCCCCCC)(=O)=O)=O (4-(2-ethoxy-2-oxoethyl)-1,1-dimethyl-4-(N-(4-octylphenyl)sulfamoyl-amino)piperidinium iodide). Reactants: CN1CCC(CC1)(NS(NC1=CC=C(C=C1)CCCCCCCC)(=O)=O)CC(=O)OCC (Ethyl 2-(1-methyl-4-(N-(4-octylphenyl)sulfamoylamino)piperidin-4-yl)acetate), CI (MeI). RXN SMILES: [CH3:1][N:2]1[CH2:7][CH2:6][C:5]([CH2:27][C:28]([O:30][CH2:31][CH3:32])=[O:29])([NH:8][S:9](=[O:26])(=[O:25])[NH:10][C:11]2[CH:16]=[CH:15][C:14]([CH2:17][CH2:18][CH2:19][CH2:20][CH2:21][CH2:22][CH2:23][CH3:24])=[CH:13][CH:12]=2)[CH2:4][CH2:3]1.[CH3:33][I:34]>>[I-:34].[CH2:31]([O:30][C:28](=[O:29])[CH2:27][C:5]1([NH:8][S:9](=[O:25])(=[O:26])[NH:10][C:11]2[CH:12]=[CH:13][C:14]([CH2:17][CH2:18][CH2:19][CH2:20][CH2:21][CH2:22][CH2:23][CH3:24])=[CH:15][CH:16]=2)[CH2:6][CH2:7][N+:2]([CH3:33])([CH3:1])[CH2:3][CH2:4]1)[CH3:32] |f:2.3|. Procedure details: Ethyl 2-(1-methyl-4-(N-(4-octylphenyl)sulfamoylamino)piperidin-4-yl)acetate (39 mg, 0.084 mmol), was treated with MeI (0.2 mL, 3.2 mmol) as described in example 2a to yield crude 4-(2-ethoxy-2-oxoethyl)-1,1-dimethyl-4-(N-(4-octylphenyl)sulfamoyl-amino)piperidinium iodide which was used without further purification. Subsequent saponification and preparative HPLC purification gave the title compound (8 mg, 17%) as white solid. 1H NMR (400 MHz, CD3OD) δ 7.20 (d, 2H, J=8.4 Hz), 7.15 (d, 2H, J=8.8 Hz... Reactants: CC(C)([O-])C.[K+] (potassium t-butoxide), [I-].C[PH+](C)C (trimethylphosphonium iodide), C(#N)C1=CC=C2C=CC(=C(C2=C1)C(C)=O)OC (7′-cyano-2′-methoxy-1′-acetonaphthone). Solvent: C1(=CC=CC=C1)C (toluene), C(C)(=O)OCC (ethyl acetate). Conditions: temperature 100 celsius. Product: C(#N)C1=CC2=C(C(=CC=C2C=C1)OC)C(=C)C (2-Cyano-8-isopropenyl-7-methoxynaphthalene). Isolated yield 93.7%. As a reaction SMILES: [CH3:1]C(C)([O-])C.[K+].[I-].C[PH+](C)C.[C:12]([C:14]1[CH:23]=[C:22]2[C:17]([CH:18]=[CH:19][C:20]([O:27][CH3:28])=[C:21]2[C:24](=O)[CH3:25])=[CH:16][CH:15]=1)#[N:13]>C1(C)C=CC=CC=1.C(OCC)(=O)C>[C:12]([C:14]1[CH:15]=[CH:16][C:17]2[C:22](=[C:21]([C:24]([CH3:1])=[CH2:25])[C:20]([O:27][CH3:28])=[CH:19][CH:18]=2)[CH:23]=1)#[N:13] |f:0.1,2.3|. Reported procedure: Under nitrogen atmosphere, 0.62 g of potassium t-butoxide was suspended in 10 ml of toluene, and 2.26 g of trimethylphosphonium iodide was added to the resulting suspension at room temperature. The resulting mixture was stirred under heating at 100° C. for one hour to give a yellow suspension. Then, 0.84 g of 7′-cyano-2′-methoxy-1′-acetonaphthone was added to the yellow suspension, and the resulting mixture was further stirred at 10° C. for 30 minutes, cooled to room temperature by allowing to s... Starting materials: C[O-].[Na+] (sodium methoxide), C=C1CC(=O)O1 (diketene), C(C)OC(CCNC1=CC=CC=C1)=O (N-Phenyl-β-alanine ethyl ester). The solvent is CO (methanol), CO (methanol), C1=CC=CC=C1 (benzene). Run at temperature 50 celsius, time 2 hour. Product: C1(=CC=CC=C1)N1C(C(C(CC1)=O)C(C)=O)=O (1-phenyl-3-acetyl-2,4-dioxopiperidine). The yield is 81.6%. Reaction SMILES: C(OC(=O)[CH2:5][CH2:6][NH:7][C:8]1[CH:13]=[CH:12][CH:11]=[CH:10][CH:9]=1)C.[CH2:15]=[C:16]1[O:20][C:18](=[O:19])[CH2:17]1.[CH3:21][O-:22].[Na+]>C1C=CC=CC=1.CO>[C:8]1([N:7]2[CH2:6][CH2:5][C:21](=[O:22])[CH:17]([C:16](=[O:20])[CH3:15])[C:18]2=[O:19])[CH:13]=[CH:12][CH:11]=[CH:10][CH:9]=1 |f:2.3|. Procedure: N-Phenyl-β-alanine ethyl ester (24,25 g) is dissolved in benzene (60 ml), and thereto is added dropwise diketene (12 ml) at 70° C. The mixture is refluxed overnight. The mixture is distilled to remove the solvent to give crude N-phenyl-N-methoxycarbonylmethylcarbonyl-β-alanine ethyl ester (37.23 g). Said crude compound is dissolved in methanol (70 ml), and the mixture is added dropwise to a solution of sodium methoxide (prepared from 3.90 g of sodium) in methanol (70 ml) at 50° C. The mixture is... Reactants: O=C([O-])[O-], C[Si](C)(C)CCOCn1c(Cl)nc2ccccc21, [Cs+], [Cs+], CN(C)C=O, CC(C)(C)OC(=O)Nc1ccc(O)cc1. Product: CC(C)(C)OC(=O)Nc1ccc(Oc2nc3ccccc3n2COCC[Si](C)(C)C)cc1. Reaction SMILES: [C:34](=[O:35])([O-:36])[O-:37].[Cl:1][c:2]1[n:3][c:4]2[c:5]([n:6]1[CH2:7][O:8][CH2:9][CH2:10][Si:11]([CH3:12])([CH3:13])[CH3:14])[cH:15][cH:16][cH:17][cH:18]2.[Cs+:38].[Cs+:39].[O:40]=[CH:41][N:42]([CH3:43])[CH3:44].[OH:19][c:20]1[cH:21][cH:22][c:23]([NH:26][C:27]([O:28][C:29]([CH3:30])([CH3:31])[CH3:32])=[O:33])[cH:24][cH:25]1>>[c:2]1([O:19][c:20]2[cH:21][cH:22][c:23]([NH:26][C:27]([O:28][C:29]([CH3:30])([CH3:31])[CH3:32])=[O:33])[cH:24][cH:25]2)[n:3][c:4]2[c:5]([n:6]1[CH2:7][O:8][CH2:9][CH2:10][Si:11]([CH3:12])([CH3:13])[CH3:14])[cH:15][cH:16][cH:17][cH:18]2. The reactants are N(C(=O)C)C1=C(C=CC=C1)O (2-acetaminophenol), ClCC1=CC=NC=C1 (4-chloromethylpyridine). The product is Cl.ClCC1=NC=CC=C1 (2-chloromethylpyridine hydrochloride), title compound. As a reaction SMILES: [NH:1]([C:5]1[CH:10]=[CH:9][CH:8]=[CH:7][C:6]=1O)C(C)=O.[Cl:12]CC1C=CN=CC=1>>[ClH:12].[Cl:12][CH2:10][C:9]1[CH:8]=[CH:7][CH:6]=[CH:5][N:1]=1 |f:2.3|. Reported procedure: By following the procedure of Example 1, part A, but replacing 4-acetaminophenol with 2-acetaminophenol, and 4-chloromethylpyridine hydrocholoride, with 2-chloromethylpyridine hydrochloride, the title compound is obtained. Starting materials: NC=1C(=C(SC1Cl)Cl)S(=O)(=O)N (4-Amino-2,5-dichloro-3-thiophenesulphonamide), C(OC)(OC)OC (trimethyl orthoformate). Conditions: time 1.5 hour. The product is ClC=1SC(=C2C1NC=NS2(=O)=O)Cl (5,7-Dichloro-4H-thieno[3,4-e][1,2,4]thiadiazine 1,1-dioxide). Reaction SMILES: [NH2:1][C:2]1[C:3]([S:9]([NH2:12])(=[O:11])=[O:10])=[C:4]([Cl:8])[S:5][C:6]=1[Cl:7].[CH:13](OC)(OC)OC>>[Cl:7][C:6]1[S:5][C:4]([Cl:8])=[C:3]2[S:9](=[O:10])(=[O:11])[N:12]=[CH:13][NH:1][C:2]=12. Procedure: 250 mg of the compound of Step C above are dissolved in 2.5 ml of trimethyl orthoformate. The solution is brought to boiling in an open vessel. After 1.5 hours, the reaction is complete. The solution is allowed to cool, yielding a beige precipitate which is collected by filtration, washed with diethyl ether and dried. Starting materials: NCc1ccc2c(c1)OCO2, CC(=O)OC(C)=O, CC(=O)O, [Na+], [OH-]. Yields the product CC(=O)NCc1ccc2c(c1)OCO2. As a reaction SMILES: [CH2:1]1[O:2][c:3]2[cH:4][c:5]([CH2:6][NH2:7])[cH:8][cH:9][c:10]2[O:11]1.[CH3:12][C:13](=[O:14])[O:15][C:16](=[O:17])[CH3:18].[CH3:21][C:22](=[O:23])[OH:24].[Na+:20].[OH-:19]>>[CH2:1]1[O:2][c:3]2[cH:4][c:5]([CH2:6][NH:7][C:13]([CH3:12])=[O:14])[cH:8][cH:9][c:10]2[O:11]1.